Dataset: the Open Reaction Database (ORD), a public repository of structured organic reaction records. Task: describe an organic reaction: reactants, conditions, products, and yield Reactants: Cl (hydrochloric acid), S(=O)(Cl)Cl (thionyl chloride), C1=CC(=CC=C1C[C@@H](C(=O)O)N)I (L-4-iodophenylalanine), resultant mixture, [BH4-].[Na+] (sodium borohydride), resultant mixture, CN1CCOCC1 (N-methylmorpholine), C(OC(C)(C)C)(OC(C)(C)C)=O (di-t-butyl carbonate). Run in CO (methanol), O (water), ClCCl (dichloromethane). Conditions: time 19 hour. Product: OC[C@H](CC1=CC=C(C=C1)I)NC(OC(C)(C)C)=O (t-butyl [(1S)-2-hydroxy-1-(4-iodobenzyl)ethyl]carbamate). Reaction SMILES: S(Cl)(Cl)=O.[CH:5]1[C:10]([CH2:11][C@H:12]([NH2:16])[C:13]([OH:15])=O)=[CH:9][CH:8]=[C:7]([I:17])[CH:6]=1.CN1CCOCC1.[C:25](=O)([O:31]C(C)(C)C)[O:26][C:27]([CH3:30])([CH3:29])[CH3:28].[BH4-].[Na+].Cl>O.ClCCl.CO>[OH:15][CH2:13][C@@H:12]([NH:16][C:25](=[O:31])[O:26][C:27]([CH3:30])([CH3:29])[CH3:28])[CH2:11][C:10]1[CH:5]=[CH:6][C:7]([I:17])=[CH:8][CH:9]=1 |f:4.5|. Procedure details: 0.56 ml (7.73 mmol) of thionyl chloride was added to 3 ml of methanol under cooling with ice. 450 mg (1.56 mmol) of L-4-iodophenylalanine was added to the resultant mixture, and they were heated under reflux for 2 hours. The solvent was evaporated. 0.52 ml (4.68 mmol) of N-methylmorpholine, 443 mg (2.03 mmol) of di-t-butyl carbonate and 10 ml of dichloromethane were added to the residue, and they were stirred for 19 hours. The reaction liquid was diluted with water. After the extraction with dic... Starting materials: [Al+3], [Cl-], [Cl-], [Cl-], O=C(Cl)CCl, O=C1Cc2ccccc2N1, S=C=S. Product: O=C1Cc2cc(C(=O)CCl)ccc2N1. As a reaction SMILES: [Al+3:2].[Cl-:1].[Cl-:3].[Cl-:4].[Cl:5][CH2:6][C:7](=[O:8])[Cl:9].[NH:10]1[C:11](=[O:19])[CH2:12][c:13]2[cH:14][cH:15][cH:16][cH:17][c:18]21.[S:20]=[C:21]=[S:22]>>[Cl:5][CH2:6][C:7](=[O:8])[c:15]1[cH:14][c:13]2[c:18]([cH:17][cH:16]1)[NH:10][C:11](=[O:19])[CH2:12]2. Reactants: CC1=C(C(=NC(=N1)C1=CC=CC=C1)C1=CC=C(C=C1)[N+](=O)[O-])C(=O)OCC (ethyl 6-methyl-2-phenyl-4-(4-nitrophenyl)-5-pyrimidinecarboxylate), [OH-].[Na+] (sodium hydroxide). The product is CC1=C(C(=NC(=N1)C1=CC=CC=C1)C1=CC=C(C=C1)[N+](=O)[O-])C(=O)O (6-methyl-2-phenyl-4-(4-nitrophenyl)-5-pyrimidinecarboxylic acid). Reported procedure: A suspension of ethyl 6-methyl-2-phenyl-4-(4-nitrophenyl)-5-pyrimidinecarboxylate (39 g) and aqueous sodium hydroxide (5.19 g in 10 ml H2O) in ethanol (390 ml) and water (195 ml) was refluxed for 10 hours. After evaporating the solvent, the residue was dissolved in a suspension of water (200 ml) and chloroform (200 ml) under stirring. The separated aqueous layer was adjusted to pH 3.0 with 10% aqueous HCl. The resulting precipitate was collected by filtration, washed with water and dried in vacu... Yield: 39.7%. RXN SMILES: [CH3:1][C:2]1[N:7]=[C:6]([C:8]2[CH:13]=[CH:12][CH:11]=[CH:10][CH:9]=2)[N:5]=[C:4]([C:14]2[CH:19]=[CH:18][C:17]([N+:20]([O-:22])=[O:21])=[CH:16][CH:15]=2)[C:3]=1[C:23]([O:25]CC)=[O:24].[OH-].[Na+]>C(O)C.O>[CH3:1][C:2]1[N:7]=[C:6]([C:8]2[CH:13]=[CH:12][CH:11]=[CH:10][CH:9]=2)[N:5]=[C:4]([C:14]2[CH:19]=[CH:18][C:17]([N+:20]([O-:22])=[O:21])=[CH:16][CH:15]=2)[C:3]=1[C:23]([OH:25])=[O:24] |f:1.2|. Run in C(C)O (ethanol), O (water). Starting materials: CCO, CC(C)(C)OC(=O)N(Cc1cccc([N+](=O)[O-])c1)C(C(=O)OC1CCCC1)c1ccccc1. The product is CC(C)(C)OC(=O)N(Cc1cccc(N)c1)C(C(=O)OC1CCCC1)c1ccccc1. Reaction SMILES: [CH3:34][CH2:35][OH:36].[CH:1]1([O:6][C:7]([CH:8]([c:9]2[cH:10][cH:11][cH:12][cH:13][cH:14]2)[N:15]([C:16](=[O:17])[O:18][C:19]([CH3:20])([CH3:21])[CH3:22])[CH2:23][c:24]2[cH:25][c:26]([N+:30]([O-:31])=[O:32])[cH:27][cH:28][cH:29]2)=[O:33])[CH2:2][CH2:3][CH2:4][CH2:5]1>>[CH:1]1([O:6][C:7]([CH:8]([c:9]2[cH:10][cH:11][cH:12][cH:13][cH:14]2)[N:15]([C:16](=[O:17])[O:18][C:19]([CH3:20])([CH3:21])[CH3:22])[CH2:23][c:24]2[cH:25][c:26]([NH2:30])[cH:27][cH:28][cH:29]2)=[O:33])[CH2:2][CH2:3][CH2:4][CH2:5]1.